From a dataset of the Open Reaction Database (ORD), a public repository of structured organic reaction records. describe an organic reaction: reactants, conditions, products, and yield Starting materials: C(=O)C=1C=C2CC[C@@H](CC2=CC1)NC(C1=CC=C(C=C1)OC[C@H]1OCCC1)=O (N-((S)-6-formyl-1,2,3,4-tetrahydronaphthalen-2-yl)-4-[(S)-1-(tetrahydrofuran-2-yl)methoxy]benzamide), CC(C)(C)[S@@](=O)N ((R)-2-methylpropane-2-sulfinic acid amide), C1(=CC=C(C=C1)S(=O)(=O)[O-])C.[NH+]1=CC=CC=C1 (pyridinium para-toluenesulfonate). Reagents/catalysts: S(=O)(=O)([O-])[O-].[Cu+2] (copper(II) sulfate). Solvent: ClCCl (dichloromethane). Reaction conditions: time 24 hour. Product: CC(C)(C)[S@@](=O)\N=C\C=1C=C2CC[C@@H](CC2=CC1)NC(C1=CC=C(C=C1)OC[C@H]1OCCC1)=O (N-((S)-6-{[(E)-(R)-2-Methylpropane-2-sulfinylimino]methyl}-1,2,3,4-tetrahydro-naphthalen-2-yl)-4-[(S)-1-(tetrahydrofuran-2-yl)methoxy]benzamide). Reaction SMILES: [CH:1]([C:3]1[CH:4]=[C:5]2[C:10](=[CH:11][CH:12]=1)[CH2:9][C@@H:8]([NH:13][C:14](=[O:28])[C:15]1[CH:20]=[CH:19][C:18]([O:21][CH2:22][C@@H:23]3[CH2:27][CH2:26][CH2:25][O:24]3)=[CH:17][CH:16]=1)[CH2:7][CH2:6]2)=O.[CH3:29][C:30]([S@:33]([NH2:35])=[O:34])([CH3:32])[CH3:31].C1(C)C=CC(S([O-])(=O)=O)=CC=1.[NH+]1C=CC=CC=1>S([O-])([O-])(=O)=O.[Cu+2].ClCCl>[CH3:29][C:30]([S@:33](/[N:35]=[CH:1]/[C:3]1[CH:4]=[C:5]2[C:10](=[CH:11][CH:12]=1)[CH2:9][C@@H:8]([NH:13][C:14](=[O:28])[C:15]1[CH:20]=[CH:19][C:18]([O:21][CH2:22][C@@H:23]3[CH2:27][CH2:26][CH2:25][O:24]3)=[CH:17][CH:16]=1)[CH2:7][CH2:6]2)=[O:34])([CH3:32])[CH3:31] |f:2.3,4.5|. Reported procedure: A mixture of N-((S)-6-formyl-1,2,3,4-tetrahydronaphthalen-2-yl)-4-[(S)-1-(tetrahydrofuran-2-yl)methoxy]benzamide (1.0 g), (R)-2-methylpropane-2-sulfinic acid amide (0.32 g), pyridinium para-toluenesulfonate (165 mg), copper(II) sulfate (1.0 g; anhydrous) and dichloromethane (10 ml) was stirred for 24 hours. Solid fractions were filtered off and the filtrate was concentrated. The residue was purified by chromatography on silica gel. The product was thus obtained with the molecular weight of 482.6... Reactants: CO[C@@H]1CC[C@H](CC1)N(C(=O)C1=CC=2C(=NON2)C=C1)C (N-(trans-4-Methoxycyclohexyl)-N-methyl-[2,1,3]-benzoxadiazole-5-carboxamide), P12(=S)SP3(=S)SP(=S)(S1)SP(=S)(S2)S3 (phosphorus pentasulfide). Run in C1(=CC=CC=C1)C (toluene). The product is CO[C@@H]1CC[C@H](CC1)N(C(=S)C1=CC=2C(=NON2)C=C1)C (N-(trans-4-Methoxycyclohexyl)-N-methyl-[2,1,3]-benzoxadiazole-5-carbothioamide). Isolated yield 10.3%. As a reaction SMILES: [CH3:1][O:2][C@H:3]1[CH2:8][CH2:7][C@H:6]([N:9]([CH3:21])[C:10]([C:12]2[CH:20]=[CH:19][C:15]3=[N:16][O:17][N:18]=[C:14]3[CH:13]=2)=O)[CH2:5][CH2:4]1.P12(SP3(SP(SP(S3)(S1)=S)(=S)S2)=S)=[S:23]>C1(C)C=CC=CC=1>[CH3:1][O:2][C@H:3]1[CH2:8][CH2:7][C@H:6]([N:9]([CH3:21])[C:10]([C:12]2[CH:20]=[CH:19][C:15]3=[N:16][O:17][N:18]=[C:14]3[CH:13]=2)=[S:23])[CH2:5][CH2:4]1. Reported procedure: N-(trans-4-Methoxycyclohexyl)-N-methyl-[2,1,3]-benzoxadiazole-5-carboxamide (0.91 g, 3.2 mmol) and phosphorus pentasulfide (1.42 g) were refluxed in toluene (40 ml) for 3 h. The mixture was cooled, filtered through a 2 cm layer of silica gel and washed with dichloromethane. Evaporation of the solvent and trituration with diethyl ether gave a yellow solid (0.1 g). Mp=137-138° C., 1H NMR (300 MHz, CDCl3, rotamers) δ 7.89-7.83 (m, 1H); 7.58-7.55 (m, 1H); 7.36-7.30 (m, 1H); 5.50-5.40 and 3.90-3.75 a... The reactants are TEA, CC1=CC=C2SC=3C=C(C=CC3C(C2=C1)=O)C(=O)O.[Cl-] (MTA chloride), C(C(=C)C)(=O)N.O=S1C=2C=CC=CC2CC2=CC=CC=C12 (methacrylamide oxothioxanthene), Cl.NCCCNC(C(=C)C)=O (N-(3-aminopropyl)methacrylamide hydrochloride), Cl.NCCCNC(C(=C)C)=O.C(Cl)(Cl)Cl (APMA chloroform). Solvent: C(Cl)(Cl)Cl (chloroform), C(Cl)(Cl)Cl (chloroform). Conditions: time 16 hour. Product: CC1=CC=C2SC=3C=C(C=CC3C(C2=C1)=O)C(=O)O (7-methyl-9-oxothioxanthene-3-carboxylic acid), product. The yield is 88.7%. As a reaction SMILES: C(N)(=O)C(C)=C.O=S1C2C(=CC=CC=2)CC2C=CC=CC1=2.Cl.NCCCNC(=O)C(C)=C.[CH3:33][C:34]1[CH:47]=[C:46]2[C:37]([S:38][C:39]3[CH:40]=[C:41]([C:49]([OH:51])=[O:50])[CH:42]=[CH:43][C:44]=3[C:45]2=[O:48])=[CH:36][CH:35]=1.[Cl-].Cl.NCCCNC(=O)C(C)=C.C(Cl)(Cl)Cl>C(Cl)(Cl)Cl>[CH3:33][C:34]1[CH:47]=[C:46]2[C:37]([S:38][C:39]3[CH:40]=[C:41]([C:49]([OH:51])=[O:50])[CH:42]=[CH:43][C:44]=3[C:45]2=[O:48])=[CH:36][CH:35]=1 |f:0.1,2.3,4.5,6.7.8|. Reported procedure: A methacrylamide-oxothioxanthene monomer (N-[3-(7-Methyl-9-oxothioxanthene-3-carboxamido) propyl]methacrylamide (MTA-APMA)) was first prepared. N-(3-aminopropyl)methacrylamide hydrochloride (APMA), 4.53 g (25.4 mmol), prepared as described in U.S. Pat. No. 5,858,653, Example 2, was suspended in 100 mL of anhydrous chloroform in a 250 mL round bottom flask equipped with a drying tube. 7-methyl-9-oxothioxanthene-3-carboxylic acid (MTA) was prepared as described in U.S. Pat. No. 4,506,083, Example ... Reactants: C(C)(=O)Cl (acetyl chloride), CCO (EtOH), Cl (HCl), C(C)(C)(C)OC(=O)N1C[C@@H](CC1)[C@@H](C1=CC=CC=C1)OC1=CC(=CC(=C1)Cl)Cl ((R)-3-[(S)-(3,5-dichlorophenoxy)phenylmethyl]pyrrolidine-1-carboxylic acid t-butyl ester), CCO (EtOH). Run at time 8 hour. The product is ClC=1C=C(O[C@@H]([C@H]2CNCC2)C2=CC=CC=C2)C=C(C1)Cl ((R)-3-[(S)-(3,5-dichlorophenoxy)phenylmethyl]pyrrolidine), Cl (HCl). Isolated yield 870.0%. RXN SMILES: C(OC([N:8]1[CH2:12][CH2:11][C@@H:10]([C@H:13]([O:20][C:21]2[CH:26]=[C:25]([Cl:27])[CH:24]=[C:23]([Cl:28])[CH:22]=2)[C:14]2[CH:19]=[CH:18][CH:17]=[CH:16][CH:15]=2)[CH2:9]1)=O)(C)(C)C.CCO.Cl.C([Cl:36])(=O)C>>[Cl:28][C:23]1[CH:22]=[C:21]([CH:26]=[C:25]([Cl:27])[CH:24]=1)[O:20][C@H:13]([C:14]1[CH:19]=[CH:18][CH:17]=[CH:16][CH:15]=1)[C@@H:10]1[CH2:11][CH2:12][NH:8][CH2:9]1.[ClH:36]. Reported procedure: (R)-3-[(S)-(3,5-dichlorophenoxy)phenylmethyl]pyrrolidine-1-carboxylic acid t-butyl ester (14.0 g, 33.1 mmol) was dissolved in EtOH (100 mL, 2 mol). Into the mixture was added an HCl solution prepared by the slow addition of acetyl chloride (23.6 mL, 331 mmol) into EtOH (50 mL, 860 mmol) at 0° C. The mixture was stirred at room temperature overnight. The solvent was removed by rotary evaporation, EtOAc (200 mL) was added, followed by removal of most of the solvent. EtOAc (50 mL) was added, the so... Reactants: C(C)#N (acetonitrile), [N+](=O)([O-])C=1C=CC(=NC1)N[C@@H]1CC[C@H](CC1)N (N-(5-nitro-2-pyridyl)-trans-1,4-cyclohexanediamine), CO (methanol), ClCC(=O)N1CSC[C@H]1C#N ((R)-3-chloroacetyl-4-cyanothiazolidine). The solvent is CCOCC (ether), C(C)(=O)OCC (ethyl acetate), C(Cl)(Cl)Cl (chloroform), hydrochloric acid-ether, O (Water). Reaction SMILES: C(#N)C.CO.[Cl:6][CH2:7][C:8]([N:10]1[C@H:14]([C:15]#[N:16])[CH2:13][S:12][CH2:11]1)=[O:9].[N+:17]([C:20]1[CH:21]=[CH:22][C:23]([NH:26][C@H:27]2[CH2:32][CH2:31][C@H:30]([NH2:33])[CH2:29][CH2:28]2)=[N:24][CH:25]=1)([O-:19])=[O:18]>C(OCC)(=O)C.C(Cl)(Cl)Cl.CCOCC.O>[ClH:6].[ClH:6].[C:15]([C@@H:14]1[CH2:13][S:12][CH2:11][N:10]1[C:8](=[O:9])[CH2:7][NH:33][C@H:30]1[CH2:31][CH2:32][C@H:27]([NH:26][C:23]2[CH:22]=[CH:21][C:20]([N+:17]([O-:19])=[O:18])=[CH:25][N:24]=2)[CH2:28][CH2:29]1)#[N:16] |f:8.9.10|. Procedure details: A solution of 2 ml of acetonitrile-1 ml of methanol containing 100 mg of (R)-3-chloroacetyl-4-cyanothiazolidine (the compound of Reference Example 2 mentioned below) and 372 mg of N-(5-nitro-2-pyridyl)-trans-1,4-cyclohexanediamine was stirred at room temperature for 15 hours. Water was added to the reaction mixture and the mixture was extracted with chloroform. After the extract was dried over anhydrous sodium sulfate, the solvent was removed under reduced pressure. The residue was purified by d... Conditions: time 15 hour. Yields the product Cl.Cl.C(#N)[C@H]1N(CSC1)C(CN[C@@H]1CC[C@H](CC1)NC1=NC=C(C=C1)[N+](=O)[O-])=O ((R)-4-cyano-3-[trans-4-(5-nitro-2-pyridylamino)cyclohexylamino]acetylthiazolidine.dihydrochloride). Starting materials: [BH4-], C#CCn1cc(C#N)c(C(=O)OC)c1, [Cl-], [Li+], [Na+], C1CCOC1, O. The product is C#CCn1cc(C#N)c(CO)c1. RXN SMILES: [BH4-:20].[C:1](#[N:2])[c:3]1[cH:4][n:5]([CH2:12][C:13]#[CH:14])[cH:6][c:7]1[C:8](=[O:9])[O:10][CH3:11].[Cl-:23].[Li+:21].[Na+:22].[O:15]1[CH2:16][CH2:17][CH2:18][CH2:19]1.[OH2:24]>>[C:1](#[N:2])[c:3]1[cH:4][n:5]([CH2:12][C:13]#[CH:14])[cH:6][c:7]1[CH2:8][OH:9].